describe an organic reaction: reactants, conditions, products, and yield From a dataset of the Open Reaction Database (ORD), a public repository of structured organic reaction records. Starting materials: NC(C#C)(C)C (3-amino-3-methyl-1-butyne), NC(C#C)(C)C (3-amino-3-methyl-1-butyne), BrC=1C=CC(=C(C1)C(=O)C=1C=NC(=CC1)NC1=C(C=C(C=C1)F)F)Cl ((5-Bromo-2-chloro-phenyl)-[6-(2,4-difluoro-phenylamino)-pyridin-3-yl]-methanone). Reagents/catalysts: [Cu]I (CuI), Cl[Pd]([P](C1=CC=CC=C1)(C2=CC=CC=C2)C3=CC=CC=C3)([P](C4=CC=CC=C4)(C5=CC=CC=C5)C6=CC=CC=C6)Cl (PdCl2(PPh3)2), Cl[Pd]([P](C1=CC=CC=C1)(C2=CC=CC=C2)C3=CC=CC=C3)([P](C4=CC=CC=C4)(C5=CC=CC=C5)C6=CC=CC=C6)Cl (PdCl2(PPh3)2), [Cu]I (CuI). The solvent is CCN(CC)CC (NEt3). Reaction conditions: time 2.5 hour. Yields the product BrC=1C=CC(=C(C1)C(O)C=1C=NC(=CC1)NC1=C(C=C(C=C1)F)F)Cl ((5-Bromo-2-chloro-phenyl)-[6-(2,4-difluoro-phenylamino)-pyridin-3-yl]-methanol). As a reaction SMILES: [Br:1][C:2]1[CH:3]=[CH:4][C:5]([Cl:25])=[C:6]([C:8]([C:10]2[CH:11]=[N:12][C:13]([NH:16][C:17]3[CH:22]=[CH:21][C:20]([F:23])=[CH:19][C:18]=3[F:24])=[CH:14][CH:15]=2)=[O:9])[CH:7]=1.NC(C)(C)C#C>CCN(CC)CC.[Cu]I.Cl[Pd](Cl)([P](C1C=CC=CC=1)(C1C=CC=CC=1)C1C=CC=CC=1)[P](C1C=CC=CC=1)(C1C=CC=CC=1)C1C=CC=CC=1>[Br:1][C:2]1[CH:3]=[CH:4][C:5]([Cl:25])=[C:6]([CH:8]([C:10]2[CH:11]=[N:12][C:13]([NH:16][C:17]3[CH:22]=[CH:21][C:20]([F:23])=[CH:19][C:18]=3[F:24])=[CH:14][CH:15]=2)[OH:9])[CH:7]=1 |^1:43,62|. Procedure details: (5-Bromo-2-chloro-phenyl)-[6-(2,4-difluoro-phenylamino)-pyridin-3-yl]-methanone (1.5 g; 3.5 mmol) is dissolved in NEt3 (110 ml), 3-amino-3-methyl-1-butyne (1.7 ml; 15.9 mmol), CuI (200 mg; 1 mmol), PdCl2(PPh3)2 (250 mg; 0.35 mmol) added and refluxed for 45 min. Since only small amount of product is formed, more PdCl2(PPh3)2 (500 mg; 0.7 mmol), CuI (500 mg; 2.5 mmol) and 3-amino-3-methyl-1-butyne (2 ml; 18.7 mmol) is added and refluxing continued for 2.5 hours. The reaction mixture is decanted, t... Starting materials: Brc1ccsc1, CC(C)(C)OC(=O)N1CCNC(=O)C1, C1COCCO1, CNCCNC, CCOC(C)=O, [Cu]I. Product: CC(C)(C)OC(=O)N1CCN(c2ccsc2)C(=O)C1. Reaction SMILES: [Br:15][c:16]1[cH:17][s:18][cH:19][cH:20]1.[C:1](=[O:2])([O:3][C:4]([CH3:5])([CH3:6])[CH3:7])[N:8]1[CH2:9][C:10](=[O:14])[NH:11][CH2:12][CH2:13]1.[CH2:27]1[O:28][CH2:29][CH2:30][O:31][CH2:32]1.[CH3:21][NH:22][CH2:23][CH2:24][NH:25][CH3:26].[CH3:33][CH2:34][O:35][C:36]([CH3:37])=[O:38].[Cu:39][I:40]>>[C:1](=[O:2])([O:3][C:4]([CH3:5])([CH3:6])[CH3:7])[N:8]1[CH2:9][C:10](=[O:14])[N:11]([c:16]2[cH:17][s:18][cH:19][cH:20]2)[CH2:12][CH2:13]1. Starting materials: Cl (HCl), ClC=1C=C2C(=NC1)N(C=C2C2=NC=C(C(=N2)N[C@@H]2C[C@@](CCC2)(O)CC(=O)OCC)F)S(=O)(=O)C2=CC=C(C)C=C2 (ethyl 2-((1R,3S)-3-(2-(5-chloro-1-tosyl-1H-pyrrolo[2,3-b]pyridin-3-yl)-5-fluoropyrimidin-4-ylamino)-1-hydroxycyclohexyl)ethanoate), ClC=1C=C2C(=NC1)N(C=C2C2=NC=C(C(=N2)N[C@@H]2C[C@@](CCC2)(O)CC(=O)OCC)F)S(=O)(=O)C2=CC=C(C)C=C2 (Ethyl 2-((1R,3S)-3-(2-(5-chloro-1-tosyl-1H-pyrrolo[2,3-b]pyridin-3-yl)-5-fluoropyrimidin-4-ylamino)-1-hydroxycyclohexyl)ethanoate), [Li+].[OH-] (LiOH). Solvent: C1CCOC1 (THF). The product is ClC=1C=C2C(=NC1)NC=C2C2=NC=C(C(=N2)N[C@@H]2C[C@@](CCC2)(O)CC(=O)O)F (2-((1R,3S)-3-(2-(5-chloro-1H-pyrrolo[2,3-b]pyridin-3-yl)-5-fluoro-pyrimidin-4-ylamino)-1-hydroxycyclohexyl)ethanoic acid). As a reaction SMILES: [Cl:1][C:2]1[CH:3]=[C:4]2[C:10]([C:11]3[N:16]=[C:15]([NH:17][C@H:18]4[CH2:23][CH2:22][CH2:21][C@@:20]([CH2:25][C:26]([O:28]CC)=[O:27])([OH:24])[CH2:19]4)[C:14]([F:31])=[CH:13][N:12]=3)=[CH:9][N:8](S(C3C=CC(C)=CC=3)(=O)=O)[C:5]2=[N:6][CH:7]=1.[Li+].[OH-].Cl>C1COCC1>[Cl:1][C:2]1[CH:3]=[C:4]2[C:10]([C:11]3[N:16]=[C:15]([NH:17][C@H:18]4[CH2:23][CH2:22][CH2:21][C@@:20]([CH2:25][C:26]([OH:28])=[O:27])([OH:24])[CH2:19]4)[C:14]([F:31])=[CH:13][N:12]=3)=[CH:9][NH:8][C:5]2=[N:6][CH:7]=1 |f:1.2|. Procedure details: To a solution of ethyl 2-((1R,3S)-3-(2-(5-chloro-1-tosyl-1H-pyrrolo[2,3-b]pyridin-3-yl)-5-fluoropyrimidin-4-ylamino)-1-hydroxycyclohexyl)ethanoate, 60c, (0.14 g, 0.22 mmol) in THF (5.0 mL) was added LiOH (1.12 mL of 1 M aqueous solution, 1.12 mmol). The reaction was microwaved at 130° C. for 30 min, neutralized with HCl (0.56 mL of 2 M, 1.12 mmol) and concentrated under reduced pressure, diluted in toluene and concentrated (2×) to give 60d which was used without further purification. LC MS+: 420... Starting materials: O.NN (Hydrazine hydrate), ClC1=C(OCCCCCCC(C(CC)=O)C(CC)=O)C=CC(=C1)OC (4-[6-(2-chloro-4-methoxyphenoxy)hexyl]-3,5-heptanedione). Solvent: CO (methanol). Yields the product ClC1=C(OCCCCCCC=2C(=NNC2CC)CC)C=CC(=C1)OC (4-[6-(2-chloro-4-methoxyphenoxy)hexyl]-3,5-diethyl-1H-pyrazole). As a reaction SMILES: O.[NH2:2][NH2:3].[Cl:4][C:5]1[CH:26]=[C:25]([O:27][CH3:28])[CH:24]=[CH:23][C:6]=1[O:7][CH2:8][CH2:9][CH2:10][CH2:11][CH2:12][CH2:13][CH:14]([C:19](=O)[CH2:20][CH3:21])[C:15](=O)[CH2:16][CH3:17]>CO>[Cl:4][C:5]1[CH:26]=[C:25]([O:27][CH3:28])[CH:24]=[CH:23][C:6]=1[O:7][CH2:8][CH2:9][CH2:10][CH2:11][CH2:12][CH2:13][C:14]1[C:19]([CH2:20][CH3:21])=[N:2][NH:3][C:15]=1[CH2:16][CH3:17] |f:0.1|. Reported procedure: Hydrazine hydrate (15.7 ml, 0.32 m) was added over a 20 min. period to a slurry of 100 g (0.272 m) of 4-[6-(2-chloro-4-methoxyphenoxy)hexyl]-3,5-heptanedione in 300 ml of methanol. The internal temperature rose to a maximum of 50° C. during the addition. The reaction mixture was heated at reflux for one hour, and the solvent was then removed in vacuo. The residue was dissolved in 300 ml of methylene dichloride and the resulting solution was washed with three 100 ml portions of water. The organic... Reactants: CC1=C(C=2C(=NC(=C(C2C2=CC=C(C=C2)C)CC(=O)OC)C)S1)C (methyl 2-(2,3,6-trimethyl-4-p-tolylthieno[2,3-b]pyridin-5-yl)acetate), [Li+].C[Si](C)(C)[N-][Si](C)(C)C (LHMDS), C1CCOC1 (THF), ICCC (1-iodopropane). Solvent: CN(C)C=O (DMF). Product: CC1=C(C=2C(=NC(=C(C2C2=CC=C(C=C2)C)C(C(=O)OC)CCC)C)S1)C (Methyl 2-(2,3,6-trimethyl-4-p-tolylthieno[2,3-b]pyridin-5-yl)pentanoate). Yield: 58.2%. Reaction SMILES: [CH3:1][C:2]1[S:23][C:5]2=[N:6][C:7]([CH3:22])=[C:8]([CH2:17][C:18]([O:20][CH3:21])=[O:19])[C:9]([C:10]3[CH:15]=[CH:14][C:13]([CH3:16])=[CH:12][CH:11]=3)=[C:4]2[C:3]=1[CH3:24].[Li+].C[Si]([N-][Si](C)(C)C)(C)C.[CH2:35]1[CH2:39]OC[CH2:36]1.ICCC>CN(C=O)C>[CH3:1][C:2]1[S:23][C:5]2=[N:6][C:7]([CH3:22])=[C:8]([CH:17]([CH2:36][CH2:35][CH3:39])[C:18]([O:20][CH3:21])=[O:19])[C:9]([C:10]3[CH:11]=[CH:12][C:13]([CH3:16])=[CH:14][CH:15]=3)=[C:4]2[C:3]=1[CH3:24] |f:1.2|. Reported procedure: This compound was prepared according to the procedure C from methyl 2-(2,3,6-trimethyl-4-p-tolylthieno[2,3-b]pyridin-5-yl)acetate (0.113 g; 0.333 mmol), LHMDS 1N in THF (0.367 mL; 0.367 mmol), 1-iodopropane (0.049 mL; 0.502 mmol) in DMF (5 mL) for 3 h. Purification by flash chromatography on silica gel using a gradient of ethyl acetate (5-10%) in heptane furnished 0.074 g (58%) of the title compound as a yellow solid. Starting materials: C1COCCN1, ClC(Cl)Cl, Clc1nc(Cl)nc(Cl)n1, O. Product: Clc1nc(Cl)nc(N2CCOCC2)n1. Reaction SMILES: [CH2:1]1[CH2:2][O:3][CH2:4][CH2:5][NH:6]1.[CH:16]([Cl:17])([Cl:18])[Cl:19].[Cl:7][c:8]1[n:9][c:10]([Cl:11])[n:12][c:13]([Cl:14])[n:15]1.[OH2:20]>>[CH2:1]1[CH2:2][O:3][CH2:4][CH2:5][N:6]1[c:13]1[n:12][c:10]([Cl:11])[n:9][c:8]([Cl:7])[n:15]1. The reactants are [OH-].[K+] (potassium hydroxide), C(C)(=O)OC1=CC=C(C=C1)C=1N=C2SC3=C(N2C1)C=CC=C3 (2-(p-acetoxyphenyl)imidazo-[2,1-b]benzothiazole), C(C)(=O)O (acetic acid). Solvent: CO (methanol). Conditions: time 1 hour. The product is OC1=CC=C(C=C1)C=1N=C2SC3=C(N2C1)C=CC=C3 (2-(p-hydroxyphenyl)imidazo[2,1-b]benzothiazole). The yield is 86.8%. RXN SMILES: [OH-].[K+].C([O:6][C:7]1[CH:12]=[CH:11][C:10]([C:13]2[N:14]=[C:15]3[N:19]([CH:20]=2)[C:18]2[CH:21]=[CH:22][CH:23]=[CH:24][C:17]=2[S:16]3)=[CH:9][CH:8]=1)(=O)C.C(O)(=O)C>CO>[OH:6][C:7]1[CH:8]=[CH:9][C:10]([C:13]2[N:14]=[C:15]3[N:19]([CH:20]=2)[C:18]2[CH:21]=[CH:22][CH:23]=[CH:24][C:17]=2[S:16]3)=[CH:11][CH:12]=1 |f:0.1|. Procedure: In a solution of 2.5 g of potassium hydroxide in 90% methanol was suspended 2 g of 2-(p-acetoxyphenyl)imidazo-[2,1-b]benzothiazole and the suspension was stirred for one hour at 40°-50° C., thereby the additive was completely dissolved. Then, 3 ml of acetic acid was gradually added dropwise to the reaction mixture with stirring, thereby crystals precipitated. The crystals were recovered by filtration, washed with water and then methanol, and dried to provide 1.5 g of 2-(p-hydroxyphenyl)imidazo[2...